This data is from the Open Reaction Database (ORD), a public repository of structured organic reaction records. The task is: describe an organic reaction: reactants, conditions, products, and yield Reactants: ClC1=C(C=C(C=C1)[N+](=O)[O-])OC (2-chloro-5-nitroanisole), CC=1N=CNC1 (4-methyl-1H-imidazole), [OH-].[K+] (potassium hydroxide). Solvent: CS(=O)C (DMSO). Run at temperature 20 celsius, time 15 minute. Yields the product COC1=C(C=CC(=C1)[N+](=O)[O-])N1C=NC(=C1)C (1-(2-Methoxy-4-nitro-phenyl)-4-methyl-1H-imidazole). Yield: 45.4%. As a reaction SMILES: Cl[C:2]1[CH:7]=[CH:6][C:5]([N+:8]([O-:10])=[O:9])=[CH:4][C:3]=1[O:11][CH3:12].[CH3:13][C:14]1[N:15]=[CH:16][NH:17][CH:18]=1.[OH-].[K+]>CS(C)=O>[CH3:12][O:11][C:3]1[CH:4]=[C:5]([N+:8]([O-:10])=[O:9])[CH:6]=[CH:7][C:2]=1[N:17]1[CH:18]=[C:14]([CH3:13])[N:15]=[CH:16]1 |f:2.3|. Reported procedure: A solution of 2-chloro-5-nitroanisole (187 mg, 1 mmol), of 4-methyl-1H-imidazole (335 mg, 4 mmol) and of potassium hydroxide (99 mg, 1.5 mmol) in DMSO (0.86 mL) was stirred for 5 h at 80° C. under an atmosphere of nitrogen. After cooling to 20° C. the reaction was poured onto ice-water. A precipitation was formed and the suspension was stirred for 15 min. The solid was filtered off, washed with water, dissolved in dichloromethane, dried over sodium sulfate, filtered and the solvent was evaporate... Starting materials: C1CCOC1, CC(C)(C)[O-], [K+], O=C=Nc1ccccc1C(F)(F)F. The product is CC(C)(C)OC(=O)Nc1ccccc1C(F)(F)F. As a reaction SMILES: [CH2:20]1[O:21][CH2:22][CH2:23][CH2:24]1.[CH3:14][C:15]([CH3:16])([O-:17])[CH3:18].[K+:19].[N:1](=[C:2]=[O:3])[c:4]1[c:5]([C:10]([F:11])([F:12])[F:13])[cH:6][cH:7][cH:8][cH:9]1>>[NH:1]([C:2](=[O:3])[O:17][C:15]([CH3:14])([CH3:16])[CH3:18])[c:4]1[c:5]([C:10]([F:11])([F:12])[F:13])[cH:6][cH:7][cH:8][cH:9]1. The reactants are O([Na])CCCCCCO[Na].O.O (NaO(CH2)6ONa.2H2O), alkoxide, [O-]CC.[Na+] (sodium ethoxide), diol, [O-]CC.[Na+] (sodium ethoxide), O (water). Run in C(C)O (ethanol). Yields the product [Na][Na] (disodium), C(CCCCCO)O (1,6-hexane diol). As a reaction SMILES: [O-]CC.[Na+:4].O.[O:6]([CH2:8][CH2:9][CH2:10][CH2:11][CH2:12][CH2:13][O:14][Na])[Na:7].O.O>C(O)C>[Na:4][Na:7].[CH2:13]([OH:14])[CH2:12][CH2:11][CH2:10][CH2:9][CH2:8][OH:6] |f:0.1,3.4.5|. Reported procedure: The disodium salt of 1,6-hexane diol was prepared by an alkoxide exchange reaction with sodium ethoxide in the following manner. The diol was treated with two equivalents of sodium ethoxide in a 40/60 volume ratio mixture of water and ethanol. The water and ethanol were removed by heating and a quantity of benzene was added to further remove water by azeotroping. The product, NaO(CH2)6ONa.2H2O (13.1 g, 0.066 mole) had the following analysis: The reactants are C1=CC=CC2=CC3=CC=CC=C3C(=C12)C(=O)O (9-anthroic acid), S(=O)(Cl)Cl (thionyl chloride). Product: 2-methyl-3,5-dihydro-5,9b-o-benzenobenz[e]isoindol-1-(2H)-one, C1=CC=CC2=CC3=CC=CC=C3C(=C12)C(=O)Cl (9-anthroyl chloride). As a reaction SMILES: [CH:1]1[C:14]2[C:5](=[CH:6][C:7]3[C:12]([C:13]=2[C:15]([OH:17])=O)=[CH:11][CH:10]=[CH:9][CH:8]=3)[CH:4]=[CH:3][CH:2]=1.S(Cl)([Cl:20])=O>>[CH:1]1[C:14]2[C:5](=[CH:6][C:7]3[C:12]([C:13]=2[C:15]([Cl:20])=[O:17])=[CH:11][CH:10]=[CH:9][CH:8]=3)[CH:4]=[CH:3][CH:2]=1. Procedure details: The 2-methyl-3,5-dihydro-5,9b-o-benzenobenz[e]isoindol-1-(2H)-one starting material was prepared as follows: a mixture of 25 g of 9-anthroic acid and 75 ml of thionyl chloride is heated under reflux for 1 hour. The excess thionyl chloride is removed under vacuum (30 mm; 90° bath temperature); 50 ml of toluene is added and the mixture is concentrated again. This operation is repeated once more to give 28.3 g of 9-anthroyl chloride as a very moisture-sensitive, yellow solid.